This data is from the Open Reaction Database (ORD), a public repository of structured organic reaction records. The task is: describe an organic reaction: reactants, conditions, products, and yield The reactants are N1CCOCCOCCOCCOCC1 (1-aza-4,7,10,13-tetraoxacyclopentadecane), CC(CC(=O)Cl)(C)C (3,3-dimethylbutyryl chloride). Product: CC(CC(=O)N1CCOCCOCCOCCOCC1)(C)C (1-(3,3-Dimethylbutyroyl)-1-aza-4,7,10,13-tetraoxacyclopentadecane). Reaction SMILES: [NH:1]1[CH2:15][CH2:14][O:13][CH2:12][CH2:11][O:10][CH2:9][CH2:8][O:7][CH2:6][CH2:5][O:4][CH2:3][CH2:2]1.[CH3:16][C:17]([CH3:23])([CH3:22])[CH2:18][C:19](Cl)=[O:20]>>[CH3:16][C:17]([CH3:23])([CH3:22])[CH2:18][C:19]([N:1]1[CH2:15][CH2:14][O:13][CH2:12][CH2:11][O:10][CH2:9][CH2:8][O:7][CH2:6][CH2:5][O:4][CH2:3][CH2:2]1)=[O:20]. Reported procedure: Analogously to Example 14 from 1-aza-4,7,10,13-tetraoxacyclopentadecane and 3,3-dimethylbutyryl chloride. Reactants: C(=O)O (formic acid), C1(=CC=CC=C1)O (phenol), C(C(C)C)O (isobutanol), Cl (hydrochloric acid). Run in [OH-].[Na+] (caustic soda), C=O (formaldehyde), C=O (paraformaldehyde), C=O (formaldehyde). Yields the product C(O)C=1C(=C(C=CC1)O)CO (dimethylol phenol). As a reaction SMILES: [C:1]1([OH:7])[CH:6]=[CH:5][CH:4]=[CH:3][CH:2]=1.[CH2:8]([OH:12])C(C)C.Cl.[CH:14](O)=[O:15]>[OH-].[Na+].C=O>[CH2:14]([C:3]1[C:2]([CH2:8][OH:12])=[C:1]([OH:7])[CH:6]=[CH:5][CH:4]=1)[OH:15] |f:4.5|. Procedure: 94 g of phenol are dissolved in 100 g of (33%) caustic soda solution and at 25° C 50 g of aqueous (30%) formaldehyde and 50 g of (90%) paraformaldehyde are added. The mixture initially heats slowly in an exothermic reaction. On reaching 40° C cooling takes place and this temperature is maintained until the formaldehyde content falls to below 1%, which takes 11/2 to 2 hours. 100 g of isobutanol are added and accompanied by cooling the mixture is set to a pH value of 8.0 to 8.5 with about 80 g of ... The reactants are C(CCCCCCCCC)C=1C=NC(=NC1)C1=CC=C(C=C1)C#N (5-n-Decyl-2-(4'-cyanophenyl)pyrimidine), CCOCCOCC (diethyl glycol), [OH-].[K+] (potassium hydroxide), Cl (hydrochloric acid). Solvent: O (water). Yields the product C(CCCCCCCCC)C=1C=NC(=NC1)C1=CC=C(C(=O)O)C=C1 (4-(5-n-Decyl-2-pyrimidyl)benzoic acid). Reaction SMILES: [CH2:1]([C:11]1[CH:12]=[N:13][C:14]([C:17]2[CH:22]=[CH:21]C(C#N)=[CH:19][CH:18]=2)=[N:15][CH:16]=1)[CH2:2][CH2:3][CH2:4][CH2:5][CH2:6][CH2:7][CH2:8][CH2:9][CH3:10].CCOCC[O:30][CH2:31][CH3:32].[OH-:33].[K+].Cl>O>[CH2:1]([C:11]1[CH:12]=[N:13][C:14]([C:17]2[CH:22]=[CH:21][C:32]([C:31]([OH:30])=[O:33])=[CH:19][CH:18]=2)=[N:15][CH:16]=1)[CH2:2][CH2:3][CH2:4][CH2:5][CH2:6][CH2:7][CH2:8][CH2:9][CH3:10] |f:2.3|. Procedure details: 5-n-Decyl-2-(4'-cyanophenyl)pyrimidine (2.0 g) was refluxed together with diethyl glycol (15 ml) and potassium hydroxide (1.0 g) for 1 day. The reaction mixture was poured in a mixed solution of water (100 ml) and concentrated hydrochloric acid (50 ml) and the mixture was stirred for half a day under heating. The precipitated crystal was collected and washed with water and then recrystallized from ethanol to obtain the titled compound (2.0 g). Starting materials: ClC1=NC(=NC=C1C(=O)Cl)SC (4-chloro-2-methylsulfanylpyrimidine-5-carbonyl chloride), solid, FC1=CC=C(N)C=C1 (4-fluoroaniline), CCN(C(C)C)C(C)C (DIPEA). The solvent is ClCCl (dichloromethane), ClCCl (dichloromethane). Conditions: time 15 minute. Product: FC1=CC=C(C=C1)NC(=O)C=1C(=NC(=NC1)SC)Cl (4-Chloro-2-methylsulfanylpyrimidine-5-carboxylic acid (4-fluorophenyl)amide). Reaction SMILES: [Cl:1][C:2]1[C:7]([C:8](Cl)=[O:9])=[CH:6][N:5]=[C:4]([S:11][CH3:12])[N:3]=1.[F:13][C:14]1[CH:20]=[CH:19][C:17]([NH2:18])=[CH:16][CH:15]=1.CCN(C(C)C)C(C)C>ClCCl>[F:13][C:14]1[CH:20]=[CH:19][C:17]([NH:18][C:8]([C:7]2[C:2]([Cl:1])=[N:3][C:4]([S:11][CH3:12])=[N:5][CH:6]=2)=[O:9])=[CH:16][CH:15]=1. Reported procedure: To a mixture of 4-chloro-2-methylsulfanylpyrimidine-5-carbonyl chloride prepared above (113 mg, 0.54 mmol) in dichloromethane was added 4-fluoroaniline (56 μL, 0.59 mmol). This was followed by the dropwise addition of DIPEA. The mixture was stirred for 15 min, the mixture was diluted with dichloromethane, washed with water and saturated aqueous sodium bicarbonate and was dried over sodium sulfate. Filtration and concentration afforded a residue that was purified by trituration from ethyl acetate... Starting materials: BrCc1ccccc1, O=C([O-])[O-], CN(C)C=O, [K+], [K+], N#Cc1ccc(O)c(O)c1. Yields the product N#Cc1ccc(OCc2ccccc2)c(O)c1. Reaction SMILES: [Br:17][CH2:18][c:19]1[cH:20][cH:21][cH:22][cH:23][cH:24]1.[C:11](=[O:12])([O-:13])[O-:14].[CH3:25][N:26]([CH3:27])[CH:28]=[O:29].[K+:15].[K+:16].[OH:1][c:2]1[cH:3][c:4]([C:5]#[N:6])[cH:7][cH:8][c:9]1[OH:10]>>[OH:1][c:2]1[cH:3][c:4]([C:5]#[N:6])[cH:7][cH:8][c:9]1[O:10][CH2:18][c:19]1[cH:20][cH:21][cH:22][cH:23][cH:24]1. The reactants are [BH4-].[Na+] (sodium borohydride), COC(C1=C(C(=CC(=C1)Br)[N+](=O)[O-])N)=O (2-amino-5-bromo-3-nitro-benzoic acid methyl ester). Reagents/catalysts: [Ni](Cl)Cl (nickel chloride). Run in O (water), CO (methanol). Run at temperature 0 celsius. Yields the product COC(C1=C(C(=CC(=C1)Br)N)N)=O (2,3-Diamino-5-bromo-benzoic acid methyl ester). As a reaction SMILES: [CH3:1][O:2][C:3](=[O:15])[C:4]1[CH:9]=[C:8]([Br:10])[CH:7]=[C:6]([N+:11]([O-])=O)[C:5]=1[NH2:14].[BH4-].[Na+]>CO.O.[Ni](Cl)Cl>[CH3:1][O:2][C:3](=[O:15])[C:4]1[CH:9]=[C:8]([Br:10])[CH:7]=[C:6]([NH2:11])[C:5]=1[NH2:14] |f:1.2|. Procedure: To a solution of 2-amino-5-bromo-3-nitro-benzoic acid methyl ester (5 g, 18.18 mmol) in methanol (15 mL) was added nickel chloride (10.8 g, 45.4 mmol) and was cooled to 0° C. To this cold solution, sodium borohydride (3.45 g, 90 mmol) was added in small portions. After the addition, the reaction mixture was diluted with water, extracted with ethyl acetate. The combined organic layers were dried, concentrated and the resulting residue was purified by column chromatography using 30% ethyl acetate ...